From a dataset of the Open Reaction Database (ORD), a public repository of structured organic reaction records. describe an organic reaction: reactants, conditions, products, and yield The reactants are COC=1C=C(C(=O)N2CC(CC2)(CCOS(=O)(=O)C)C2=CC(=C(C=C2)F)F)C=C(C1OC)OC (1-(3,4,5-trimethoxybenzoyl)-3-(3,4-difluorophenyl)-3-(2-methanesulfonyloxyethyl)pyrrolidine), N1C(=NC2=C1C=CC=C2)NC2CCNCC2 ((1H-benzimidazol-2-yl)(piperidin-4-yl)amine). The product is COC=1C=C(C(=O)N2CC(CC2)(C2=CC(=C(C=C2)F)F)CCN2CCC(CC2)NC2=NC3=C(N2)C=CC=C3)C=C(C1OC)OC (1-(3,4,5-trimethoxybenzoyl)-3-(2-(4-(1H-benzimidazol-2-yl-amino)piperidin-1-yl)ethyl)-3-(3,4-difluorophenyl)pyrrolidine). As a reaction SMILES: [CH3:1][O:2][C:3]1[CH:4]=[C:5]([CH:28]=[C:29]([O:33][CH3:34])[C:30]=1[O:31][CH3:32])[C:6]([N:8]1[CH2:12][CH2:11][C:10]([C:20]2[CH:25]=[CH:24][C:23]([F:26])=[C:22]([F:27])[CH:21]=2)([CH2:13][CH2:14]OS(C)(=O)=O)[CH2:9]1)=[O:7].[NH:35]1[C:39]2[CH:40]=[CH:41][CH:42]=[CH:43][C:38]=2[N:37]=[C:36]1[NH:44][CH:45]1[CH2:50][CH2:49][NH:48][CH2:47][CH2:46]1>>[CH3:34][O:33][C:29]1[CH:28]=[C:5]([CH:4]=[C:3]([O:2][CH3:1])[C:30]=1[O:31][CH3:32])[C:6]([N:8]1[CH2:12][CH2:11][C:10]([CH2:13][CH2:14][N:48]2[CH2:47][CH2:46][CH:45]([NH:44][C:36]3[NH:35][C:39]4[CH:40]=[CH:41][CH:42]=[CH:43][C:38]=4[N:37]=3)[CH2:50][CH2:49]2)([C:20]2[CH:25]=[CH:24][C:23]([F:26])=[C:22]([F:27])[CH:21]=2)[CH2:9]1)=[O:7]. Reported procedure: Prepare by the method of Example 4.1 using 1-(3,4,5-trimethoxybenzoyl)-3-(3,4-difluorophenyl)-3-(2-methanesulfonyloxyethyl)pyrrolidine and (1H-benzimidazol-2-yl)(piperidin-4-yl)amine to give the title compound.